Dataset: the Open Reaction Database (ORD), a public repository of structured organic reaction records. Task: describe an organic reaction: reactants, conditions, products, and yield The reactants are C[Si](C)(C)C#C ((trimethylsilyl)acetylene), BrC=1C=C2/C(/C(NC2=CC1)=O)=C/C1=C(N=CN1)C ((Z)-5-Bromo-1,3-dihydro-3-[(4-methyl-1H-imidazol-5-yl)methylene]-2H-indol-2-one). Reagents/catalysts: [Cu]I (CuI), Cl[Pd]([P](C1=CC=CC=C1)(C2=CC=CC=C2)C3=CC=CC=C3)([P](C4=CC=CC=C4)(C5=CC=CC=C5)C6=CC=CC=C6)Cl ((Ph3P)2PdCl2). Solvent: CN(C)C=O (DMF), C(C)N(CC)CC (triethylamine). Run at temperature 90 celsius. Yields the product CC=1N=CNC1\C=C\1/C(NC2=CC=C(C=C12)C#C[Si](C)(C)C)=O ((Z)-1,3-Dihydro-3-[(4-methyl-1H-imidazol-5-yl)methylene]-5-(trimethylsilyl)ethynyl-2H-indol-2-one). RXN SMILES: Br[C:2]1[CH:3]=[C:4]2[C:8](=[CH:9][CH:10]=1)[NH:7][C:6](=[O:11])/[C:5]/2=[CH:12]\[C:13]1[NH:17][CH:16]=[N:15][C:14]=1[CH3:18].[CH3:19][Si:20]([C:23]#[CH:24])([CH3:22])[CH3:21]>CN(C=O)C.C(N(CC)CC)C.[Cu]I.Cl[Pd](Cl)([P](C1C=CC=CC=1)(C1C=CC=CC=1)C1C=CC=CC=1)[P](C1C=CC=CC=1)(C1C=CC=CC=1)C1C=CC=CC=1>[CH3:18][C:14]1[N:15]=[CH:16][NH:17][C:13]=1/[CH:12]=[C:5]1\[C:6](=[O:11])[NH:7][C:8]2[C:4]\1=[CH:3][C:2]([C:24]#[C:23][Si:20]([CH3:22])([CH3:21])[CH3:19])=[CH:10][CH:9]=2 |^1:41,60|. Procedure: (Z)-5-Bromo-1,3-dihydro-3-[(4-methyl-1H-imidazol-5-yl)methylene]-2H-indol-2-one (0.17 g, 0.56 mmol) (from Example 99) was dissolved in 3 mL DMF and 3 mL triethylamine. The solution was degassed for 30 minutes by bubbling argon through the solution. At this time (trimethylsilyl)acetylene (0.3 mL, 2.1 mmol) (Aldrich), CuI (34 mg) (Aldrich) and (Ph3P)2PdCl2 (34 mg) (Aldrich) were added and the reaction flask sealed. The reaction was heated, under argon, at 90° C. for 18 hours. After cooling, the mi... The reactants are CC1(OCCO1)C1=CC=C(O1)CN1N=CC(=C1)N (1-[5-(2-methyl-[1,3]dioxolan-2-yl)-furan-2-ylmethyl]-1H-pyrazol-4-ylamine), COCC=1OC(=C(N1)C(=O)O)C1=CC=CC=C1 (2-methoxymethyl-5-phenyl-oxazole-4-carboxylic acid). Yields the product C(C)(=O)C1=CC=C(O1)CN1N=CC(=C1)NC(=O)C=1N=C(OC1C1=CC=CC=C1)COC (2-Methoxymethyl-5-phenyl-oxazole-4-carboxylic acid [1-(5-acetyl-furan-2-ylmethyl)-1H-pyrazol-4-yl]-amide). RXN SMILES: [CH3:1][C:2]1([C:7]2[O:11][C:10]([CH2:12][N:13]3[CH:17]=[C:16]([NH2:18])[CH:15]=[N:14]3)=[CH:9][CH:8]=2)[O:6]CCO1.[CH3:19][O:20][CH2:21][C:22]1[O:23][C:24]([C:30]2[CH:35]=[CH:34][CH:33]=[CH:32][CH:31]=2)=[C:25]([C:27](O)=[O:28])[N:26]=1>>[C:2]([C:7]1[O:11][C:10]([CH2:12][N:13]2[CH:17]=[C:16]([NH:18][C:27]([C:25]3[N:26]=[C:22]([CH2:21][O:20][CH3:19])[O:23][C:24]=3[C:30]3[CH:35]=[CH:34][CH:33]=[CH:32][CH:31]=3)=[O:28])[CH:15]=[N:14]2)=[CH:9][CH:8]=1)(=[O:6])[CH3:1]. Procedure details: Following general procedure B followed by C, starting from 1-[5-(2-methyl-[1,3]dioxolan-2-yl)-furan-2-ylmethyl]-1H-pyrazol-4-ylamine and 2-methoxymethyl-5-phenyl-oxazole-4-carboxylic acid. LC-MS-conditions 02: tR=0.96 min; [M+H]+=421.6. Starting materials: O (Water), solution, C[O-].[Na+] (sodium methoxide), C(C1=CC=CC=C1)C1=NC(=CC=C1I)N1C[C@H]([C@H](C1)OC)OC(C)=O (2-benzyl-3-iodo-6-[(3R,4S)-3-acetoxy-4-methoxypyrrolidine-1-yl]pyridine). Run in CO (methanol), CO (methanol). Run at time 30 minute. Yields the product C(C1=CC=CC=C1)C1=NC(=CC=C1I)N1C[C@H]([C@H](C1)OC)O (2-Benzyl-3-iodo-6-[(3R,4S)-3-hydroxy-4-methoxypyrrolidine-1-yl)pyridine). Yield: 98.5%. RXN SMILES: C[O-].[Na+].[CH2:4]([C:11]1[C:16]([I:17])=[CH:15][CH:14]=[C:13]([N:18]2[CH2:22][C@H:21]([O:23]C)[C@H:20]([O:25][C:26](=O)C)[CH2:19]2)[N:12]=1)[C:5]1[CH:10]=[CH:9][CH:8]=[CH:7][CH:6]=1.O>CO>[CH2:4]([C:11]1[C:16]([I:17])=[CH:15][CH:14]=[C:13]([N:18]2[CH2:19][C@H:20]([O:25][CH3:26])[C@H:21]([OH:23])[CH2:22]2)[N:12]=1)[C:5]1[CH:10]=[CH:9][CH:8]=[CH:7][CH:6]=1 |f:0.1|. Reported procedure: A 28% solution of sodium methoxide in 0.33 ml of methanol was added to a mixture of 7.5 g of 2-benzyl-3-iodo-6-[(3R,4S)-3-acetoxy-4-methoxypyrrolidine-1-yl]pyridine and 30 ml of methanol, followed by stirring at room temperature for 30 minutes in a nitrogen atmosphere. Water was added thereto, and the mixture was extracted with ethyl acetate. The organic phase was washed with brine, dried over anhydrous magnesium sulfate and then concentrated. The residue was subjected to silica gel column chrom...